Dataset: the Open Reaction Database (ORD), a public repository of structured organic reaction records. Task: describe an organic reaction: reactants, conditions, products, and yield Reactants: ClCCCS(=O)(=O)N1CCC(CC1)C1=CNC2=C(C=C(C=C12)C1=CC=CC=C1)C(=O)N (3-{1-[(3-chloropropyl)sulfonyl]-4-piperidinyl}-5-phenyl-1H-indole-7-carboxamide), FC1=CC=C(C=C1)O (4-fluorophenol), C(=O)([O-])[O-].[K+].[K+] (K2CO3). Reagents/catalysts: [I-].[Na+] (sodium iodide). Product: FC1=CC=C(C=C1)OCCCS(=O)(=O)N1CCC(CC1)C1=CNC2=C(C=C(C=C12)C1=CC=CC=C1)C(=O)N (3-[1-({3-[(4-fluorophenyl)oxy]propyl}sulfonyl)-4-piperidinyl]-5-phenyl-1H-indole-7-carboxamide). Yield: 38.6%. As a reaction SMILES: Cl[CH2:2][CH2:3][CH2:4][S:5]([N:8]1[CH2:13][CH2:12][CH:11]([C:14]2[C:22]3[C:17](=[C:18]([C:29]([NH2:31])=[O:30])[CH:19]=[C:20]([C:23]4[CH:28]=[CH:27][CH:26]=[CH:25][CH:24]=4)[CH:21]=3)[NH:16][CH:15]=2)[CH2:10][CH2:9]1)(=[O:7])=[O:6].[F:32][C:33]1[CH:38]=[CH:37][C:36]([OH:39])=[CH:35][CH:34]=1.C([O-])([O-])=O.[K+].[K+]>[I-].[Na+]>[F:32][C:33]1[CH:38]=[CH:37][C:36]([O:39][CH2:2][CH2:3][CH2:4][S:5]([N:8]2[CH2:13][CH2:12][CH:11]([C:14]3[C:22]4[C:17](=[C:18]([C:29]([NH2:31])=[O:30])[CH:19]=[C:20]([C:23]5[CH:28]=[CH:27][CH:26]=[CH:25][CH:24]=5)[CH:21]=4)[NH:16][CH:15]=3)[CH2:10][CH2:9]2)(=[O:7])=[O:6])=[CH:35][CH:34]=1 |f:2.3.4,5.6|. Procedure: Following the general procedure of example 159, 3-{1-[(3-chloropropyl)sulfonyl]-4-piperidinyl}-5-phenyl-1H-indole-7-carboxamide (40.0 mg, 0.087 mmol), 4-fluorophenol (112 mg, 0.87 mmol), K2CO3 (35.0 mg, 0.35 mmol) and sodium iodide (0.5 mg) were reacted to give the title compound (18.0 mg, 39%). Starting materials: [BH4-], CCO, CS(=O)(=O)c1cccc(C=O)c1, [Na+], O. Yields the product CS(=O)(=O)c1cccc(CO)c1. As a reaction SMILES: [BH4-:1].[CH3:16][CH2:17][OH:18].[CH3:3][S:4](=[O:5])(=[O:6])[c:7]1[cH:8][c:9]([CH:10]=[O:11])[cH:12][cH:13][cH:14]1.[Na+:2].[OH2:15]>>[CH3:3][S:4](=[O:5])(=[O:6])[c:7]1[cH:8][c:9]([CH2:10][OH:11])[cH:12][cH:13][cH:14]1. The reactants are C(C)(C)(C)OC(=O)N1CCN(CC1)C=1C=NC(=CC1)NC=1N=CC2=C(N1)N(C(C(=C2)COC(C)=O)=O)C2CCCC2 (4-[6-(6-Acetoxymethyl-8-cyclopentyl-7-oxo-7,8-dihydro-pyrido[2,3-d]pyrimidin-2-ylamino)-pyridin-3-yl]-piperazine-1-carboxylic acid tert-butyl ester), C(Cl)(Cl)Cl (chloroform). Run at time 3 hour. The product is Cl.C1(CCCC1)N1C(C(=CC2=C1N=C(N=C2)NC2=NC=C(C=C2)N2CCNCC2)CO)=O (8-cyclopentyl-6-hydroxymethyl-2-(5-piperazin-1-yl-pyridin-2-ylamino)-8H-pyrido[2,3-d]pyrimidin-7-one hydrochloride). Isolated yield 93.0%. Reaction SMILES: C(OC([N:8]1[CH2:13][CH2:12][N:11]([C:14]2[CH:15]=[N:16][C:17]([NH:20][C:21]3[N:22]=[CH:23][C:24]4[CH:30]=[C:29]([CH2:31][O:32]C(=O)C)[C:28](=[O:36])[N:27]([CH:37]5[CH2:41][CH2:40][CH2:39][CH2:38]5)[C:25]=4[N:26]=3)=[CH:18][CH:19]=2)[CH2:10][CH2:9]1)=O)(C)(C)C.C(Cl)(Cl)[Cl:43]>>[ClH:43].[CH:37]1([N:27]2[C:25]3[N:26]=[C:21]([NH:20][C:17]4[CH:18]=[CH:19][C:14]([N:11]5[CH2:10][CH2:9][NH:8][CH2:13][CH2:12]5)=[CH:15][N:16]=4)[N:22]=[CH:23][C:24]=3[CH:30]=[C:29]([CH2:31][OH:32])[C:28]2=[O:36])[CH2:38][CH2:39][CH2:40][CH2:41]1 |f:2.3|. Procedure: 4-[6-(6-Acetoxymethyl-8-cyclopentyl-7-oxo-7,8-dihydro-pyrido[2,3-d]pyrimidin-2-ylamino)-pyridin-3-yl]-piperazine-1-carboxylic acid tert-butyl ester (0.21 g , 0.36 mmol), prepared as in Example 28, was dissolved in 1:1 chloroform:methanol (8 ml), and the solution was purged with anhydrous hydrogen chloride gas then allowed to stir for 3 hours at room temperature. This mixture was added to diethyl ether (50 ml) to give a solid which was collected by filtration, washed with diethyl ether, then drie...